This data is from the Open Reaction Database (ORD), a public repository of structured organic reaction records. The task is: describe an organic reaction: reactants, conditions, products, and yield Starting materials: [BH4-], C1CCOC1, COc1ccc2c(c1)C(CC(=O)Cl)=C(C)C2=Cc1ccccc1, [Li+]. The product is COc1ccc2c(c1)C(CCO)=C(C)C2=Cc1ccccc1. As a reaction SMILES: [BH4-:1].[CH2:26]1[O:27][CH2:28][CH2:29][CH2:30]1.[CH3:3][O:4][c:5]1[cH:6][c:7]2[c:11]([cH:12][cH:13]1)[C:10](=[CH:14][c:15]1[cH:16][cH:17][cH:18][cH:19][cH:20]1)[C:9]([CH3:21])=[C:8]2[CH2:22][C:23](=[O:24])[Cl:25].[Li+:2]>>[CH3:3][O:4][c:5]1[cH:6][c:7]2[c:11]([cH:12][cH:13]1)[C:10](=[CH:14][c:15]1[cH:16][cH:17][cH:18][cH:19][cH:20]1)[C:9]([CH3:21])=[C:8]2[CH2:22][CH2:23][OH:24].